This data is from the Open Reaction Database (ORD), a public repository of structured organic reaction records. The task is: describe an organic reaction: reactants, conditions, products, and yield Starting materials: N,N′-carbonyldiimidazole, FC1=CC=C(C=C1)[C@H](C)NC1=NC(=CC(=C1)N)NC1=NC=CN=C1 ((S)—N2-[1-(4-fluorophenyl)ethyl]-N6-(pyrazin-2-yl)pyridine-2,4,6-triamine), CO.N (ammonia methanol). Solvent: C(Cl)Cl (methylene chloride). Reaction conditions: time 8 hour. Yields the product FC1=CC=C(C=C1)[C@H](C)NC1=NC(=CC(=C1)NC(=O)N)NC1=NC=CN=C1 ((S)-1-[2-[1-(4-Fluorophenyl)ethylamino]-6-(pyrazin-2-ylamino)pyridin-4-yl]urea). RXN SMILES: [F:1][C:2]1[CH:7]=[CH:6][C:5]([C@@H:8]([NH:10][C:11]2[CH:16]=[C:15]([NH2:17])[CH:14]=[C:13]([NH:18][C:19]3[CH:24]=[N:23][CH:22]=[CH:21][N:20]=3)[N:12]=2)[CH3:9])=[CH:4][CH:3]=1.[CH3:25][OH:26].[NH3:27]>C(Cl)Cl>[F:1][C:2]1[CH:7]=[CH:6][C:5]([C@@H:8]([NH:10][C:11]2[CH:16]=[C:15]([NH:17][C:25]([NH2:27])=[O:26])[CH:14]=[C:13]([NH:18][C:19]3[CH:24]=[N:23][CH:22]=[CH:21][N:20]=3)[N:12]=2)[CH3:9])=[CH:4][CH:3]=1 |f:1.2|. Reported procedure: 50 mg of (S)—N2-[1-(4-fluorophenyl)ethyl]-N6-(pyrazin-2-yl)pyridine-2,4,6-triamine was dissolved in 2 ml of methylene chloride, and 49 mg of N,N′-carbonyldiimidazole was added thereto, and the mixture was stirred at room temperature overnight. A saturated ammonia methanol solution was added to the reaction mixture, and the mixture was stirred at room temperature overnight. The solvent of the reaction solution was distilled off under reduced pressure, and the obtained residue was purified by sili... Starting materials: C(C1=CC=CC=C1)OC(COC1=C(C=C(C=C1)Cl)CC1=C(C=CC(=C1)Cl)OC(C(N1CCCC1)=O)C)=O ({4-chloro-2-[5-chloro-2-(1-methyl-2-oxo-2-pyrrolidin-1-yl-ethoxy)-benzyl]-phenoxy}-acetic acid benzyl ester), [OH-].[Na+] (NaOH). Run in CO (MeOH). Reaction conditions: time 8 hour. Product: ClC1=CC(=C(OCC(=O)O)C=C1)CC1=C(C=CC(=C1)Cl)OC(C(N1CCCC1)=O)C ({4-chloro-2-[5-chloro-2-(1-methyl-2-oxo-2-pyrrolidin-1-yl-ethoxy)-benzyl]-phenoxy}-acetic acid). RXN SMILES: C([O:8][C:9](=[O:37])[CH2:10][O:11][C:12]1[CH:17]=[CH:16][C:15]([Cl:18])=[CH:14][C:13]=1[CH2:19][C:20]1[CH:25]=[C:24]([Cl:26])[CH:23]=[CH:22][C:21]=1[O:27][CH:28]([CH3:36])[C:29](=[O:35])[N:30]1[CH2:34][CH2:33][CH2:32][CH2:31]1)C1C=CC=CC=1.[OH-].[Na+]>CO>[Cl:18][C:15]1[CH:16]=[CH:17][C:12]([O:11][CH2:10][C:9]([OH:37])=[O:8])=[C:13]([CH2:19][C:20]2[CH:25]=[C:24]([Cl:26])[CH:23]=[CH:22][C:21]=2[O:27][CH:28]([CH3:36])[C:29](=[O:35])[N:30]2[CH2:34][CH2:33][CH2:32][CH2:31]2)[CH:14]=1 |f:1.2|. Reported procedure: A solution comprising {4-chloro-2-[5-chloro-2-(1-methyl-2-oxo-2-pyrrolidin-1-yl-ethoxy)-benzyl]-phenoxy}-acetic acid benzyl ester (63 mg, 0.116 mmol) in MeOH (1 mL) is treated with 2 M NaOH (145 μL) and allowed to stir at RT overnight. The resulting suspension is filtered, dissolved in water (1 mL) and the pH of the solution is adjusted to pH 1 using 2 M HCl. A precipitate forms which is filtered and dried in a vacuum oven to afford the titled product; MH+=452.